Dataset: the Open Reaction Database (ORD), a public repository of structured organic reaction records. Task: describe an organic reaction: reactants, conditions, products, and yield Starting materials: COC(=O)N(S(=O)(=O)C1=C(C=C(C=C1)F)[N+](=O)[O-])C1=CC=C2C3C(COC2=C1C(=O)OC)C3 (methyl (1aRS,7bSR)-5-[N-(methoxycarbonyl)-N-(4-fluoro-2-nitrobenzene-sulfonyl)amino]-1,1a,2,7b-tetrahydro-cyclopropa[c]chromene-4-carboxylate), COC(=O)N(S(=O)(=O)C1=C(C=C(C=C1)F)[N+](=O)[O-])C1=CC=C2C3C(COC2=C1C(=O)OC)C3 (methyl (1aRS,7bSR)-5-[N-(methoxycarbonyl)-N-(4-fluoro-2-nitrobenzene-sulfonyl)amino]-1,1a,2,7b-tetrahydro-cyclopropa[c]chromene-4-carboxylate), C(C)(=O)O (acetic acid). The reagents and catalysts are [Zn] (zinc). The solvent is C(C)O (ethanol). Yields the product COC(=O)N(S(=O)(=O)C1=C(C=C(C=C1)F)N)C1=CC=C2C3C(COC2=C1C(=O)OC)C3 (methyl (1aRS,7bSR)-5-[N-(methoxycarbonyl)-N-(2-amino-4-fluorobenzenesulfonyl)amino]-1,1a,2,7b-tetrahydrocyclopropa[c]chromene-4-carboxylate). The yield is 80.0%. RXN SMILES: [CH3:1][O:2][C:3]([N:5]([C:19]1[C:28]([C:29]([O:31][CH3:32])=[O:30])=[C:27]2[C:22]([CH:23]3[CH2:33][CH:24]3[CH2:25][O:26]2)=[CH:21][CH:20]=1)[S:6]([C:9]1[CH:14]=[CH:13][C:12]([F:15])=[CH:11][C:10]=1[N+:16]([O-])=O)(=[O:8])=[O:7])=[O:4].C(O)(=O)C>C(O)C.[Zn]>[CH3:1][O:2][C:3]([N:5]([C:19]1[C:28]([C:29]([O:31][CH3:32])=[O:30])=[C:27]2[C:22]([CH:23]3[CH2:33][CH:24]3[CH2:25][O:26]2)=[CH:21][CH:20]=1)[S:6]([C:9]1[CH:14]=[CH:13][C:12]([F:15])=[CH:11][C:10]=1[NH2:16])(=[O:7])=[O:8])=[O:4]. Procedure details: A mixture of methyl (1aRS,7bSR)-5-[N-(methoxycarbonyl)-N-(4-fluoro-2-nitrobenzene-sulfonyl)amino]-1,1a,2,7b-tetrahydro-cyclopropa[c]chromene-4-carboxylate (Intermediate 111, 0.2 g), zinc (0.54 g) and acetic acid (0.5 g) in ethanol (20 mL) was stirred and heated at reflux for 1 hour. After cooling, the solid was filtered off and the filtrate was evaporated to dryness. The residue was treated with saturated aqueous sodium bicarbonate and extracted with ethyl acetate, dried (Na2SO4) and filtered. T... Starting materials: NC=1C(=C2C(=NC1)C=CS2)N[C@@H]2C[C@@H]([C@H](CC2)CC#N)OC ({(1R,2S,4S)-4-[(6-aminothieno[3,2-b]pyridin-7-yl)amino]-2-methoxycyclohexyl}acetonitrile), CCC (propane). Yields the product C(C)C1=NC=2C(=C3C(=NC2)C=CS3)N1[C@@H]1C[C@@H]([C@H](CC1)CC#N)OC ([(1R,2S,4S)-4-(2-Ethyl-1H-imidazo[4,5-d]thieno[3,2-b]pyridin-1-yl)-2-methoxycyclohexyl]acetonitrile). As a reaction SMILES: [NH2:1][C:2]1[C:3]([NH:11][C@H:12]2[CH2:17][CH2:16][C@H:15]([CH2:18][C:19]#[N:20])[C@@H:14]([O:21][CH3:22])[CH2:13]2)=[C:4]2[S:10][CH:9]=[CH:8][C:5]2=[N:6][CH:7]=1.[CH3:23][CH2:24][CH3:25]>>[CH2:24]([C:25]1[N:11]([C@H:12]2[CH2:17][CH2:16][C@H:15]([CH2:18][C:19]#[N:20])[C@@H:14]([O:21][CH3:22])[CH2:13]2)[C:3]2=[C:4]3[S:10][CH:9]=[CH:8][C:5]3=[N:6][CH:7]=[C:2]2[N:1]=1)[CH3:23]. Reported procedure: This compound was prepared according to the procedure of Example 34, steps 12, using {(1R,2S,4S)-4-[(6-aminothieno[3,2-b]pyridin-7-yl)amino]-2-methoxycyclohexyl}acetonitrile (racemic) and propane, 1,1,1-triethoxy- as the starting material. LCMS calculated for C19H23N4OS (M+H)+: m/z=355.2. Found: 355.1. Reaction SMILES: [C:29](=[O:30])([O-:31])[O-:32].[CH3:1][S:2](=[O:3])(=[O:4])[NH:5][c:6]1[cH:7][c:8]([B:12]([OH:13])[OH:14])[cH:9][cH:10][cH:11]1.[CH3:35][CH2:36][OH:37].[CH3:38][O:39][CH2:40][CH2:41][O:42][CH3:43].[I:15][c:16]1[n:17][n:18]([CH:26]([CH3:27])[CH3:28])[c:19]2[n:20][cH:21][n:22][c:23]([NH2:25])[c:24]12.[Na+:33].[Na+:34].[cH:44]1[cH:45][cH:46][c:47]([P:48]([Pd:49]([P:50]([c:51]2[cH:52][cH:53][cH:54][cH:55][cH:56]2)([c:57]2[cH:58][cH:59][cH:60][cH:61][cH:62]2)[c:63]2[cH:64][cH:65][cH:66][cH:67][cH:68]2)([P:69]([c:70]2[cH:71][cH:72][cH:73][cH:74][cH:75]2)([c:76]2[cH:77][cH:78][cH:79][cH:80][cH:81]2)[c:82]2[cH:83][cH:84][cH:85][cH:86][cH:87]2)[P:88]([c:89]2[cH:90][cH:91][cH:92][cH:93][cH:94]2)([c:95]2[cH:96][cH:97][cH:98][cH:99][cH:100]2)[c:101]2[cH:102][cH:103][cH:104][cH:105][cH:106]2)([c:107]2[cH:108][cH:109][cH:110][cH:111][cH:112]2)[c:113]2[cH:114][cH:115][cH:116][cH:117][cH:118]2)[cH:119][cH:120]1>>[CH3:1][S:2](=[O:3])(=[O:4])[NH:5][c:6]1[cH:7][c:8](-[c:16]2[n:17][n:18]([CH:26]([CH3:27])[CH3:28])[c:19]3[n:20][cH:21][n:22][c:23]([NH2:25])[c:24]23)[cH:9][cH:10][cH:11]1. The reactants are O=C([O-])[O-], CS(=O)(=O)Nc1cccc(B(O)O)c1, CCO, COCCOC, CC(C)n1nc(I)c2c(N)ncnc21, [Na+], [Na+], c1ccc(P(c2ccccc2)(c2ccccc2)[Pd](P(c2ccccc2)(c2ccccc2)c2ccccc2)(P(c2ccccc2)(c2ccccc2)c2ccccc2)P(c2ccccc2)(c2ccccc2)c2ccccc2)cc1. The product is CC(C)n1nc(-c2cccc(NS(C)(=O)=O)c2)c2c(N)ncnc21. Starting materials: BrCC=CCBr, OCc1ccc2c(c1)OCO2, COCCOC, [Na]. Product: BrCC=CCOCc1ccc2c(c1)OCO2. As a reaction SMILES: [Br:1][CH2:2][CH:3]=[CH:4][CH2:5][Br:6].[CH2:8]1[O:9][c:10]2[cH:11][c:12]([CH2:13][OH:14])[cH:15][cH:16][c:17]2[O:18]1.[CH3:19][O:20][CH2:21][CH2:22][O:23][CH3:24].[Na:7]>>[Br:1][CH2:2][CH:3]=[CH:4][CH2:5][O:14][CH2:13][c:12]1[cH:11][c:10]2[c:17]([cH:16][cH:15]1)[O:18][CH2:8][O:9]2. Starting materials: Brc1ccc(Br)nc1, CC(C)(C)OC(=O)N1CCC(O)CC1, CN1CCCC1=O, [H-], [Na+], O=C(O)CC(O)(CC(=O)O)C(=O)O. Product: CC(C)(C)OC(=O)N1CCC(Oc2ccc(Br)cn2)CC1. As a reaction SMILES: [Br:17][c:18]1[n:19][cH:20][c:21]([Br:24])[cH:22][cH:23]1.[C:3]([CH3:4])([CH3:5])([CH3:6])[O:7][C:8](=[O:9])[N:10]1[CH2:11][CH2:12][CH:13]([OH:16])[CH2:14][CH2:15]1.[CH3:38][N:39]1[CH2:40][CH2:41][CH2:42][C:43]1=[O:44].[H-:1].[Na+:2].[OH:25][C:26]([CH2:27][C:28]([C:29](=[O:30])[OH:31])([CH2:32][C:33](=[O:34])[OH:35])[OH:36])=[O:37]>>[C:3]([CH3:4])([CH3:5])([CH3:6])[O:7][C:8](=[O:9])[N:10]1[CH2:11][CH2:12][CH:13]([O:16][c:18]2[n:19][cH:20][c:21]([Br:24])[cH:22][cH:23]2)[CH2:14][CH2:15]1. Reactants: NC1=NC(=CC(=N1)N1CCC2(C[C@H](NC2)C(=O)OCC)CC1)O[C@@H](C(F)(F)F)C1=C(C=C(C=C1)C1=CC(=C(C=C1)C)C)N1N=C(C=C1)C ((S)-ethyl 8-(2-amino-6-((R)-1-(3′,4′-dimethyl-3-(3-methyl-1H-pyrazol-1-yl)-[1,1′-biphenyl]-4-yl)-2,2,2-trifluoroethoxy)pyrimidin-4-yl)-2,8-diazaspiro[4.5]decane-3-carboxylate), O.[OH-].[Li+] (lithium hydroxide monohydrate), Cl (HCl). The solvent is C1CCOC1 (THF), O (water). Conditions: time 2 hour. The product is NC1=NC(=CC(=N1)N1CCC2(C[C@H](NC2)C(=O)O)CC1)O[C@@H](C(F)(F)F)C1=C(C=C(C=C1)C1=CC(=C(C=C1)C)C)N1N=C(C=C1)C ((S)-8-(2-amino-6-((R)-1-(3′,4′-dimethyl-3-(3-methyl-1H-pyrazol-1-yl)-[1,1′-biphenyl]-4-yl)-2,2,2-trifluoroethoxy)pyrimidin-4-yl)-2,8-diazaspiro[4.5]decane-3-carboxylic acid). As a reaction SMILES: [NH2:1][C:2]1[N:7]=[C:6]([N:8]2[CH2:22][CH2:21][C:11]3([CH2:15][NH:14][C@H:13]([C:16]([O:18]CC)=[O:17])[CH2:12]3)[CH2:10][CH2:9]2)[CH:5]=[C:4]([O:23][C@H:24]([C:29]2[CH:34]=[CH:33][C:32]([C:35]3[CH:40]=[CH:39][C:38]([CH3:41])=[C:37]([CH3:42])[CH:36]=3)=[CH:31][C:30]=2[N:43]2[CH:47]=[CH:46][C:45]([CH3:48])=[N:44]2)[C:25]([F:28])([F:27])[F:26])[N:3]=1.O.[OH-].[Li+].Cl>C1COCC1.O>[NH2:1][C:2]1[N:7]=[C:6]([N:8]2[CH2:22][CH2:21][C:11]3([CH2:15][NH:14][C@H:13]([C:16]([OH:18])=[O:17])[CH2:12]3)[CH2:10][CH2:9]2)[CH:5]=[C:4]([O:23][C@H:24]([C:29]2[CH:34]=[CH:33][C:32]([C:35]3[CH:40]=[CH:39][C:38]([CH3:41])=[C:37]([CH3:42])[CH:36]=3)=[CH:31][C:30]=2[N:43]2[CH:47]=[CH:46][C:45]([CH3:48])=[N:44]2)[C:25]([F:28])([F:27])[F:26])[N:3]=1 |f:1.2.3|. Procedure: To a solution of (S)-ethyl 8-(2-amino-6-((R)-1-(3′,4′-dimethyl-3-(3-methyl-1H-pyrazol-1-yl)-[1,1′-biphenyl]-4-yl)-2,2,2-trifluoroethoxy)pyrimidin-4-yl)-2,8-diazaspiro[4.5]decane-3-carboxylate (50 mg, 0.08 mmol) from Step 2 in THF (2.0 mL) and water (0.2 mL), was added lithium hydroxide monohydrate (58 mg, 0.05 mmol). The reaction mixture was stirred at RT for 2 h, then the solution was neutralized with 1 N HCl and concentrated in vacuo. Purification by normal phase silica gel column (EtOAc/hepta... Reactants: OC=1C=CC(=C(C=O)C1)OC (5-hydroxy-2-methoxybenzaldehyde), Cl.ClCC=1C(=NC=CC1)C1=CC=NN1C(C)C (3-(chloromethyl)-2-(1-isopropyl-1H-pyrazol-5-yl)pyridine hydrochloride), C(=O)([O-])[O-].[K+].[K+] (K2CO3). Solvent: CN(C)C=O (DMF). Run at temperature 70 celsius. The product is C(C)(C)N1N=CC=C1C1=NC=CC=C1COC=1C=CC(=C(C=O)C1)OC (5-((2-(1-isopropyl-1H-pyrazol-5-yl)pyridin-3-yl)methoxy)-2-methoxybenzaldehyde). The yield is 65.1%. RXN SMILES: [OH:1][C:2]1[CH:3]=[CH:4][C:5]([O:10][CH3:11])=[C:6]([CH:9]=1)[CH:7]=[O:8].Cl.Cl[CH2:14][C:15]1[C:16]([C:21]2[N:25]([CH:26]([CH3:28])[CH3:27])[N:24]=[CH:23][CH:22]=2)=[N:17][CH:18]=[CH:19][CH:20]=1.C([O-])([O-])=O.[K+].[K+]>CN(C=O)C>[CH:26]([N:25]1[C:21]([C:16]2[C:15]([CH2:14][O:1][C:2]3[CH:3]=[CH:4][C:5]([O:10][CH3:11])=[C:6]([CH:9]=3)[CH:7]=[O:8])=[CH:20][CH:19]=[CH:18][N:17]=2)=[CH:22][CH:23]=[N:24]1)([CH3:28])[CH3:27] |f:1.2,3.4.5|. Reported procedure: A mixture of 5-hydroxy-2-methoxybenzaldehyde (395 mg, 2.58 mmol, 1 eq.), 3-(chloromethyl)-2-(1-isopropyl-1H-pyrazol-5-yl)pyridine hydrochloride (700 mg, 2.58 mmol, 1 eq.), and K2CO3 (1.4 g, 10.32 mmol, 4 eq.) in DMF (10.0 mL) was heated at 70° C. for 2 h. The mixture was cooled, filtered, concentrated, and purified on silica gel using a mixture of EtOAc and hexanes as eluent to give 5-((2-(1-isopropyl-1H-pyrazol-5-yl)pyridin-3-yl)methoxy)-2-methoxybenzaldehyde (590 mg, 65%) as an off-white solid... Reactants: CC(C)(C)c1cccc(S(=O)(=O)Cl)c1, Nc1ncc(C(F)(F)F)cc1I. Yields the product CC(C)(C)c1cccc(S(=O)(=O)Nc2ncc(C(F)(F)F)cc2I)c1. RXN SMILES: [C:13]([CH3:14])([CH3:15])([CH3:16])[c:17]1[cH:18][c:19]([S:23](=[O:24])(=[O:25])[Cl:26])[cH:20][cH:21][cH:22]1.[I:1][c:2]1[c:3]([NH2:12])[n:4][cH:5][c:6]([C:8]([F:9])([F:10])[F:11])[cH:7]1>>[I:1][c:2]1[c:3]([NH:12][S:23]([c:19]2[cH:18][c:17]([C:13]([CH3:14])([CH3:15])[CH3:16])[cH:22][cH:21][cH:20]2)(=[O:24])=[O:25])[n:4][cH:5][c:6]([C:8]([F:9])([F:10])[F:11])[cH:7]1. Starting materials: FC=1C=C(C=CC1F)C1C(=C(N=C(N1C(=O)OC1=CC=C(C=C1)[N+](=O)[O-])OC)C)C(=O)OC ((+)-6-(3,4-difluorophenyl)-1,6-dihydro-2-methoxy-5-methoxycarbonyl-4-methyl-1-[(4-nitrophenyloxy)carbonyl]pyrimidine), BrBr (bromine). Solvent: C(Cl)(Cl)Cl (chloroform), C(Cl)(Cl)Cl (chloroform). Run at time 1.5 hour. Yields the product FC=1C=C(C=CC1F)C1C(=C(NC(N1C(=O)OC1=CC=C(C=C1)[N+](=O)[O-])=O)CBr)C(=O)OC ((+)-6-(3,4-difluorophenyl)-1,6-dihydro-2-oxo-5-methoxycarbonyl-4-bromomethyl-1-[(4-nitrophenyloxy)carbonyl]pyrimidine). Yield: 102.6%. RXN SMILES: [F:1][C:2]1[CH:3]=[C:4]([CH:9]2[N:14]([C:15]([O:17][C:18]3[CH:23]=[CH:22][C:21]([N+:24]([O-:26])=[O:25])=[CH:20][CH:19]=3)=[O:16])[C:13]([O:27]C)=[N:12][C:11]([CH3:29])=[C:10]2[C:30]([O:32][CH3:33])=[O:31])[CH:5]=[CH:6][C:7]=1[F:8].[Br:34]Br>C(Cl)(Cl)Cl>[F:1][C:2]1[CH:3]=[C:4]([CH:9]2[N:14]([C:15]([O:17][C:18]3[CH:23]=[CH:22][C:21]([N+:24]([O-:26])=[O:25])=[CH:20][CH:19]=3)=[O:16])[C:13](=[O:27])[NH:12][C:11]([CH2:29][Br:34])=[C:10]2[C:30]([O:32][CH3:33])=[O:31])[CH:5]=[CH:6][C:7]=1[F:8]. Reported procedure: To a well stirred solution of (+)-6-(3,4-difluorophenyl)-1,6-dihydro-2-methoxy-5-methoxycarbonyl-4-methyl-1-[(4-nitrophenyloxy)carbonyl]pyrimidine (1.5 mmol, 0.66 g) in 5 mL of chloroform was added a solution of bromine (1.5 mmol, 0.09 mL) in 3 mL of chloroform at 0° C. and the solution was allowed to attain room temperature over 1.5 h. The solvent was removed in vacuo and the residue was again dissolved in CHCl3 (20 mL) and washed with brine. The organic layer was separated, dried over Na2SO4, ... The reactants are CCCCc1ccc(NC(=O)CBr)c([N+](=O)[O-])c1, CNC, CCO. Yields the product CCCCc1ccc(NC(=O)CN(C)C)c([N+](=O)[O-])c1. Reaction SMILES: [CH2:1]([CH2:2][CH2:3][CH3:4])[c:5]1[cH:6][c:7]([N+:16](=[O:17])[O-:18])[c:8]([NH:11][C:12]([CH2:13][Br:14])=[O:15])[cH:9][cH:10]1.[CH3:19][NH:20][CH3:21].[CH3:22][CH2:23][OH:24]>>[CH2:1]([CH2:2][CH2:3][CH3:4])[c:5]1[cH:6][c:7]([N+:16](=[O:17])[O-:18])[c:8]([NH:11][C:12]([CH2:13][N:20]([CH3:19])[CH3:21])=[O:15])[cH:9][cH:10]1.